Dataset: the Open Reaction Database (ORD), a public repository of structured organic reaction records. Task: describe an organic reaction: reactants, conditions, products, and yield Starting materials: C([O-])(O)=O.[Na+] (sodium bicarbonate), C(=O)C1=CC=C(C=C1)[C@H]1CN(CCO1)C(=O)OC(C)(C)C ((S)-tert-Butyl 2-(4-formylphenyl)morpholine-4-carboxylate), [N+](=[N-])=C(C(C)=O)P(OC)(OC)=O (dimethyl 1-diazo-2-oxopropylphosphonate), C([O-])([O-])=O.[K+].[K+] (potassium carbonate). The solvent is C(C)(=O)OCC (Ethyl acetate), CO (methanol). Run at time 2 hour. Product: C(#C)C1=CC=C(C=C1)[C@H]1CN(CCO1)C(=O)OC(C)(C)C ((S)-tert-butyl 2-(4-ethynylphenyl)morpholine-4-carboxylate). The yield is 87.4%. As a reaction SMILES: [CH:1]([C:3]1[CH:8]=[CH:7][C:6]([C@@H:9]2[O:14][CH2:13][CH2:12][N:11]([C:15]([O:17][C:18]([CH3:21])([CH3:20])[CH3:19])=[O:16])[CH2:10]2)=[CH:5][CH:4]=1)=O.[C:22](=O)([O-])[O-].[K+].[K+].[N+](=C(P(=O)(OC)OC)C(=O)C)=[N-].C(=O)(O)[O-].[Na+]>CO.C(OCC)(=O)C>[C:1]([C:3]1[CH:8]=[CH:7][C:6]([C@@H:9]2[O:14][CH2:13][CH2:12][N:11]([C:15]([O:17][C:18]([CH3:21])([CH3:20])[CH3:19])=[O:16])[CH2:10]2)=[CH:5][CH:4]=1)#[CH:22] |f:1.2.3,5.6|. Reported procedure: (S)-tert-Butyl 2-(4-formylphenyl)morpholine-4-carboxylate (120 mg, 0.41 mmol) was dissolved in methanol (5 ml), then potassium carbonate (114 mg, 0.824 mmol) was added, followed by dimethyl 1-diazo-2-oxopropylphosphonate (99 mg, 0.515 mmol). The mixture was stirred for 2 h at room temperature. Ethyl acetate (50 ml) and sodium bicarbonate solution (50 ml) were added, the aqueous phase re-extracted with ethyl acetate. The combined organic layers were dried (MgSO4) and evaporated. The residue was p... Reactants: O=C(O)C(F)(F)F, CC(C)(C)OC(=O)CCOCCOCCOCCN1C(=O)c2ccccc2C1=O. The product is O=C(O)CCOCCOCCOCCN1C(=O)c2ccccc2C1=O. Reaction SMILES: [F:30][C:31]([F:32])([F:33])[C:34]([OH:35])=[O:36].[O:1]=[C:2]1[N:3]([CH2:12][CH2:13][O:14][CH2:15][CH2:16][O:17][CH2:18][CH2:19][O:20][CH2:21][CH2:22][C:23](=[O:24])[O:25][C:26]([CH3:27])([CH3:28])[CH3:29])[C:4](=[O:11])[c:5]2[cH:6][cH:7][cH:8][cH:9][c:10]21>>[O:1]=[C:2]1[N:3]([CH2:12][CH2:13][O:14][CH2:15][CH2:16][O:17][CH2:18][CH2:19][O:20][CH2:21][CH2:22][C:23](=[O:24])[OH:25])[C:4](=[O:11])[c:5]2[cH:6][cH:7][cH:8][cH:9][c:10]21. Yields the product ClC=1C=CC(=C(C1)NC1=CC=CC=C1)[N+](=O)[O-] ((5-Chloro-2-nitrophenyl)phenylamine). Run at temperature 110 celsius. The solvent is CS(=O)C (DMSO). Starting materials: ClC1=CC(=C(C=C1)[N+](=O)[O-])F (4-chloro-2-fluoro-1-nitrobenzene), NC1=CC=CC=C1 (aniline). RXN SMILES: [Cl:1][C:2]1[CH:7]=[CH:6][C:5]([N+:8]([O-:10])=[O:9])=[C:4](F)[CH:3]=1.[NH2:12][C:13]1[CH:18]=[CH:17][CH:16]=[CH:15][CH:14]=1>CS(C)=O>[Cl:1][C:2]1[CH:7]=[CH:6][C:5]([N+:8]([O-:10])=[O:9])=[C:4]([NH:12][C:13]2[CH:18]=[CH:17][CH:16]=[CH:15][CH:14]=2)[CH:3]=1. Procedure: A mixture of 4-chloro-2-fluoro-1-nitrobenzene (983 mg, 5.60 mmol) and aniline (1.0 mL, 11.20 mmol) in DMSO (3 mL) was heated at 110° C. for 4 h. After cooling to RT, the reaction mixture was partitioned between EtOAc and water. The organic layer was washed with a saturated aqueous solution of KHSO4 (×3), followed by brine, then dried (Na2SO4) and concentrated in vacuo to afford the title compound as an orange solid (1.37 g, 98%). 1H NMR (CDCl3, 400 MHz): δ 9.54 (1H, s), 8.16 (1H, d, J=9.13 Hz), ... Isolated yield 98.4%. Starting materials: [N+](=O)([O-])[O-].[NH4+].[Ce] (cerium ammonium nitrate), C(C)(=O)OC1=CC=2C[C@H]([C@H]3[C@@H]4CC[C@@H]([C@@]4(C)CC[C@@H]3C2C=C1)OC(C)=O)CCCCCCCCCS(=O)(=O)CCCC(C(F)(F)F)(F)F (3,17β-diacetyloxy-7α-(9-[4,4,5,5,5-pentafluoropentanesulfonyl]-nonyl)-estra-1,3,5(10)-triene), C(C)(=O)O (acetic acid). Reaction conditions: time 4 hour. Product: C(C)(=O)OC1=CC=2C[C@H]([C@H]3[C@@H]4CC[C@@H]([C@@]4(C)C[C@@H]([C@@]3(C2C=C1)O)O[N+](=O)[O-])OC(C)=O)CCCCCCCCCS(=O)(=O)CCCC(C(F)(F)F)(F)F (3,17β-Diacetyloxy-11β-nitrooxy-7α-(9-[4,4,5,5,5-pentafluoropentanesulfonyl]-nonyl)-estra-1,3,5(10)-trien-9-ol). RXN SMILES: [N+:1]([O-:4])([O-:3])=[O:2].[NH4+].[Ce].[C:7]([O:10][C:11]1[CH:28]=[CH:27][C:26]2[C@@H:25]3[C@H:16]([C@H:17]4[C@@:21]([CH2:23][CH2:24]3)([CH3:22])[C@@H:20]([O:29][C:30](=[O:32])[CH3:31])[CH2:19][CH2:18]4)[C@H:15]([CH2:33][CH2:34][CH2:35][CH2:36][CH2:37][CH2:38][CH2:39][CH2:40][CH2:41][S:42]([CH2:45][CH2:46][CH2:47][C:48]([F:54])([F:53])[C:49]([F:52])([F:51])[F:50])(=[O:44])=[O:43])[CH2:14][C:13]=2[CH:12]=1)(=[O:9])[CH3:8].C(O)(=[O:57])C>>[C:7]([O:10][C:11]1[CH:28]=[CH:27][C:26]2[C@:25]3([OH:57])[C@H:16]([C@H:17]4[C@@:21]([CH2:23][C@@H:24]3[O:2][N+:1]([O-:4])=[O:3])([CH3:22])[C@@H:20]([O:29][C:30](=[O:32])[CH3:31])[CH2:19][CH2:18]4)[C@H:15]([CH2:33][CH2:34][CH2:35][CH2:36][CH2:37][CH2:38][CH2:39][CH2:40][CH2:41][S:42]([CH2:45][CH2:46][CH2:47][C:48]([F:54])([F:53])[C:49]([F:50])([F:51])[F:52])(=[O:43])=[O:44])[CH2:14][C:13]=2[CH:12]=1)(=[O:9])[CH3:8] |f:0.1.2|. Procedure: 18.6 g of cerium ammonium nitrate is added to a solution of 3.0 g of 3,17β-diacetyloxy-7α-(9-[4,4,5,5,5-pentafluoropentanesulfonyl]-nonyl)-estra-1,3,5(10)-triene in 50 ml of aqueous acetic acid (90%), and it is stirred for 4 hours at room temperature. Run at time 1 hour. The solvent is O1CCCC1 (tetrahydrofuran), O (water). Product: ClS(=O)(=O)C=1C=C(C(=O)OCC2=CC=CC=C2)C=CC1 (benzyl 3-(chlorosulfonyl)benzoate). Procedure: To a solution of 3-(chlorosulfonyl)benzoyl chloride (1.5 g) in tetrahydrofuran (12 mL) were added benzyl alcohol (712 mg) and pyridine (370 mg) at room temperature, and the mixture was stirred for 1 hr. The reaction mixture was diluted with water, and extracted with ethyl acetate. The separated aqueous layer was extracted again with ethyl acetate. The combined organic layer was washed with saturated brine, dried over anhydrous magnesium sulfate, and concentrated under reduced pressure. The resid... The yield is 87.2%. The reactants are ClS(=O)(=O)C=1C=C(C(=O)Cl)C=CC1 (3-(chlorosulfonyl)benzoyl chloride), C(C1=CC=CC=C1)O (benzyl alcohol), N1=CC=CC=C1 (pyridine). Reaction SMILES: [Cl:1][S:2]([C:5]1[CH:6]=[C:7]([CH:11]=[CH:12][CH:13]=1)[C:8](Cl)=[O:9])(=[O:4])=[O:3].[CH2:14]([OH:21])[C:15]1[CH:20]=[CH:19][CH:18]=[CH:17][CH:16]=1.N1C=CC=CC=1>O1CCCC1.O>[Cl:1][S:2]([C:5]1[CH:6]=[C:7]([CH:11]=[CH:12][CH:13]=1)[C:8]([O:21][CH2:14][C:15]1[CH:20]=[CH:19][CH:18]=[CH:17][CH:16]=1)=[O:9])(=[O:4])=[O:3].